The task is: describe an organic reaction: reactants, conditions, products, and yield. This data is from the Open Reaction Database (ORD), a public repository of structured organic reaction records. Starting materials: NC(=NC(C1=C(C=C(C(=C1)S(=O)(=O)C)N1C=CC=C1)C)=O)N (N-diaminomethylene-2-methyl- 4-(1-pyrrolyl)-5-methylsulfonylbenzamide), C(=O)=O (CO2), BrC1=C(C=C(C=C1)Cl)C (2-bromo-5-chlorotoluene), organolithium. The product is ClC1=CC(=C(C(=O)O)C=C1)C (4-chloro-2-methylbenzoic acid). As a reaction SMILES: NC(N)=NC(=O)C1C=C(S(C)(=O)=O)C(N2C=CC=C2)=CC=1C.Br[C:24]1[CH:29]=[CH:28][C:27]([Cl:30])=[CH:26][C:25]=1[CH3:31].[C:32](=[O:34])=[O:33]>>[Cl:30][C:27]1[CH:28]=[CH:29][C:24]([C:32]([OH:34])=[O:33])=[C:25]([CH3:31])[CH:26]=1. Procedure: In a process for preparing N-diaminomethylene-2-methyl- 4-(1-pyrrolyl)-5-methylsulfonylbenzamide, the step comprising reacting 2-bromo-5-chlorotoluene with a secondary or tertiary organolithium compound and CO2 to produce 4-chloro-2-methylbenzoic acid. Reactants: C(=O)C=1C=C(C=CC1)C1=NC(=NO1)C1=CC(=C(OCC(CNC(CO)=O)O)C(=C1)C)C (rac-N-(3-{4-[5-(3-formyl-phenyl)-[1,2,4]oxadiazol-3-yl]-2,6-dimethyl-phenoxy}-2-hydroxy-propyl)-2-hydroxy-acetamide), C(=O)C=1C=C(C(=O)O)C=C(C1)C (3-formyl-5-methyl-benzoic acid), C(C)C1=C(OC[C@H](CNC(CO)=O)O)C(=CC(=C1)C(NO)=N)C (N—((S)-3-[2-ethyl-4-(N-hydroxycarbamimidoyl)-6-methyl-phenoxy]-2-hydroxy-propyl)-2-hydroxy-acetamide). The product is C(C)C1=C(OC[C@H](CNC(CO)=O)O)C(=CC(=C1)C1=NOC(=N1)C1=CC(=CC(=C1)C)C=O)C (N—((S)-3-{2-ethyl-4-[5-(3-formyl-5-methyl-phenyl)-[1,2,4]oxadiazol-3-yl]-6-methyl-phenoxy}-2-hydroxy-propyl)-2-hydroxy-acetamide). Yield: 43.4%. As a reaction SMILES: C(C1C=C(C2ON=C(C3C=C(C)C(OCC(O)CNC(=O)CO)=C(C)C=3)N=2)C=CC=1)=O.[CH:32]([C:34]1[CH:35]=[C:36]([CH:40]=[C:41]([CH3:43])[CH:42]=1)[C:37]([OH:39])=O)=[O:33].[CH2:44]([C:46]1[CH:61]=[C:60]([C:62](=[NH:65])[NH:63]O)[CH:59]=[C:58]([CH3:66])[C:47]=1[O:48][CH2:49][C@@H:50]([OH:57])[CH2:51][NH:52][C:53](=[O:56])[CH2:54][OH:55])[CH3:45]>>[CH2:44]([C:46]1[CH:61]=[C:60]([C:62]2[N:65]=[C:37]([C:36]3[CH:40]=[C:41]([CH3:43])[CH:42]=[C:34]([CH:32]=[O:33])[CH:35]=3)[O:39][N:63]=2)[CH:59]=[C:58]([CH3:66])[C:47]=1[O:48][CH2:49][C@@H:50]([OH:57])[CH2:51][NH:52][C:53](=[O:56])[CH2:54][OH:55])[CH3:45]. Procedure: The title compound (407 mg) was prepared in analogy to rac-N-(3-{4-[5-(3-formyl-phenyl)-[1,2,4]oxadiazol-3-yl]-2,6-dimethyl-phenoxy}-2-hydroxy-propyl)-2-hydroxy-acetamide starting from 3-formyl-5-methyl-benzoic acid (340 mg, 2.07 mmol) and N—((S)-3-[2-ethyl-4-(N-hydroxycarbamimidoyl)-6-methyl-phenoxy]-2-hydroxy-propyl)-2-hydroxy-acetamide (674 mg, 2.07 mmol). LC-MS: tR=0.85 min; [M+1]+=454.11; 1H NMR (D6-DMSO): δ 1.23 (t, J=7.5 Hz, 3H), 2.36 (s, 3H), 2.55 (s, 3H), 2.74 (q, J=7.5 Hz, 2H), 3.20-3.... Starting materials: NC=1C=C(C(=O)O)C=CC1 (m-aminobenzoic acid), ClC1=CC=NC=C1 (4-chloropyridine). The solvent is C(C)(=O)O (acetic acid). The product is N1=CC=C(C=C1)NC=1C=C(C(=O)O)C=CC1 (3-(4-Pyridinylamino)benzoic acid), product. As a reaction SMILES: [NH2:1][C:2]1[CH:3]=[C:4]([CH:8]=[CH:9][CH:10]=1)[C:5]([OH:7])=[O:6].Cl[C:12]1[CH:17]=[CH:16][N:15]=[CH:14][CH:13]=1>C(O)(=O)C>[N:15]1[CH:16]=[CH:17][C:12]([NH:1][C:2]2[CH:3]=[C:4]([CH:8]=[CH:9][CH:10]=2)[C:5]([OH:7])=[O:6])=[CH:13][CH:14]=1. Procedure details: 3-(4-Pyridinylamino)benzoic acid was prepared from 41.1 g of m-aminobenzoic acid and 34.0 g of 4-chloropyridine in 110 ml of acetic acid, heated at reflux for 6 hours. With a work-up procedure similar to that of Example 33, there was obtained 48.5 g of product, m.p. 172°-180° C. The reactants are BrC=1C(CCC1OC)=O (2-bromo-3-methoxy-cyclopent-2-enone), CC1=C(C(=CC(=C1)C)C)B(O)O (2,4,6-trimethylphenyl boronic acid), P(=O)([O-])([O-])[O-].[K+].[K+].[K+] (potassium phosphate). The reagents and catalysts are CC(=O)[O-].CC(=O)[O-].[Pd+2] (Pd(OAc)2), COC=1C=CC=C(C1C=2C=CC=CC2P(C3CCCCC3)C4CCCCC4)OC (S-Phos). The solvent is C1(=CC=CC=C1)C (toluene). Reaction conditions: temperature 90 celsius, time 8 hour. Product: COC1=C(C(CC1)=O)C1=C(C=C(C=C1C)C)C (3-methoxy-2-(2,4,6-trimethyl-phenyl)-cyclopent-2-enone). Isolated yield 78.9%. Reaction SMILES: Br[C:2]1[C:3](=[O:9])[CH2:4][CH2:5][C:6]=1[O:7][CH3:8].[CH3:10][C:11]1[CH:16]=[C:15]([CH3:17])[CH:14]=[C:13]([CH3:18])[C:12]=1B(O)O.P([O-])([O-])([O-])=O.[K+].[K+].[K+]>C1(C)C=CC=CC=1.CC([O-])=O.CC([O-])=O.[Pd+2].COC1C=CC=C(OC)C=1C1C=CC=CC=1P(C1CCCCC1)C1CCCCC1>[CH3:8][O:7][C:6]1[CH2:5][CH2:4][C:3](=[O:9])[C:2]=1[C:12]1[C:13]([CH3:18])=[CH:14][C:15]([CH3:17])=[CH:16][C:11]=1[CH3:10] |f:2.3.4.5,7.8.9|. Procedure: To a suspension of 2-bromo-3-methoxy-cyclopent-2-enone (32.3 g 169 mmol), 2,4,6-trimethylphenyl boronic acid (29.5 g, 180 mmol) and freshly ground potassium phosphate (63.7 g) in degassed toluene (800 ml) under N2 is added Pd(OAc)2 (896 mg, 8 mmol) and S-Phos (1.64 g, 4 mmol), and the reaction heated to 90° C. with stirring under N2 overnight. The reaction is partitioned between ethyl acetate (500 ml) and water (500 ml), and the organic layer is removed and the aqueous phase is extracted with et... Reactants: Cl.N[C@@H]1CN(C[C@@H]1C)C(=O)C1=NN(C2=CC=CC=C12)C (cis-3-amino-4-methyl-1-(1-methylindazol-3-ylcarbonyl)pyrrolidine hydrochloride), N1=CC=CC=C1 (pyridine), C(C)(=O)OC(C)=O (acetic anhydride). The solvent is O (water). Reaction conditions: time 8 hour. The product is C(C)(=O)N[C@@H]1CN(C[C@@H]1C)C(=O)C1=NN(C2=CC=CC=C12)C (Cis-3-acetylamino-4-methyl-1-(1-methylindazol-3-ylcarbonyl)pyrrolidine). Yield: 86.2%. Reaction SMILES: Cl.[NH2:2][C@H:3]1[C@@H:7]([CH3:8])[CH2:6][N:5]([C:9]([C:11]2[C:19]3[C:14](=[CH:15][CH:16]=[CH:17][CH:18]=3)[N:13]([CH3:20])[N:12]=2)=[O:10])[CH2:4]1.N1C=CC=CC=1.[C:27](OC(=O)C)(=[O:29])[CH3:28]>O>[C:27]([NH:2][C@H:3]1[C@@H:7]([CH3:8])[CH2:6][N:5]([C:9]([C:11]2[C:19]3[C:14](=[CH:15][CH:16]=[CH:17][CH:18]=3)[N:13]([CH3:20])[N:12]=2)=[O:10])[CH2:4]1)(=[O:29])[CH3:28] |f:0.1|. Procedure details: To 200 mg (0.68 mmol) of cis-3-amino-4-methyl-1-(1-methylindazol-3-ylcarbonyl)pyrrolidine hydrochloride was added 0.7 ml of pyridine, and 0.07 ml (0.75 mmol) of acetic anhydride was added dropwise under ice cooling. Then, after heated to room temperature, the mixture was stirred overnight. To the reaction mixture was added water, and then the solution was extracted with methylene chloride. After washed with saturated saline solution and dried over anhydrous magnesium sulfate, the solution was co... Run at temperature 95 celsius, time 4.5 hour. Reported procedure: A solution of methyl 5-chloropyrazine-2-carboxylate (2.0 g, 11.63 mmol) in 2-methoxyethanol (20 mL) was treated with solid potassium carbonate (4.8 g, 34.8 mmol). The mixture was heated at 95° C. and was stirred at this temperature for 4.5 h. The mixture was dissolved in water (20 mL) and extracted with diethyl ether. The aqueous layer was neutralized with a 1N aqueous hydrochloric acid solution and extracted with ethyl acetate. The organic layer was washed with a saturated aqueous sodium chlori... Product: COCCOC=1N=CC(=NC1)C(=O)O (5-methoxyethoxypyrazine-2-carboxylic acid). RXN SMILES: Cl[C:2]1[N:3]=[CH:4][C:5]([C:8]([O:10]C)=[O:9])=[N:6][CH:7]=1.C(=O)([O-])[O-].[K+].[K+].[CH3:18][O:19][CH2:20][CH2:21][OH:22]>O>[CH3:18][O:19][CH2:20][CH2:21][O:22][C:2]1[N:3]=[CH:4][C:5]([C:8]([OH:10])=[O:9])=[N:6][CH:7]=1 |f:1.2.3|. Solvent: O (water). Starting materials: ClC=1N=CC(=NC1)C(=O)OC (methyl 5-chloropyrazine-2-carboxylate), C([O-])([O-])=O.[K+].[K+] (potassium carbonate), COCCO (2-methoxyethanol). The reactants are O=C([O-])[O-], CC#N, FC(F)(F)CCCBr, [K+], [K+], COCC1CN(c2nn(C)c3cc(O)ccc23)C(=O)O1. The product is COCC1CN(c2nn(C)c3cc(OCCCC(F)(F)F)ccc23)C(=O)O1. Reaction SMILES: [C:29](=[O:30])([O-:31])[O-:32].[CH3:35][C:36]#[N:37].[F:21][C:22]([CH2:23][CH2:24][CH2:25][Br:26])([F:27])[F:28].[K+:33].[K+:34].[OH:1][c:2]1[cH:3][cH:4][c:5]2[c:6]([N:12]3[C:13](=[O:20])[O:14][CH:15]([CH2:17][O:18][CH3:19])[CH2:16]3)[n:7][n:8]([CH3:11])[c:9]2[cH:10]1>>[O:1]([c:2]1[cH:3][cH:4][c:5]2[c:6]([N:12]3[C:13](=[O:20])[O:14][CH:15]([CH2:17][O:18][CH3:19])[CH2:16]3)[n:7][n:8]([CH3:11])[c:9]2[cH:10]1)[CH2:25][CH2:24][CH2:23][C:22]([F:21])([F:27])[F:28]. Starting materials: O=C1CN(C(=O)OCc2ccccc2)CCN1, C1CCOC1, [H-], CI, [Na+]. The product is CN1CCN(C(=O)OCc2ccccc2)CC1=O. RXN SMILES: [CH2:1]([c:2]1[cH:3][cH:4][cH:5][cH:6][cH:7]1)[O:8][C:9](=[O:10])[N:11]1[CH2:12][C:13](=[O:17])[NH:14][CH2:15][CH2:16]1.[CH2:22]1[O:23][CH2:24][CH2:25][CH2:26]1.[H-:18].[I:20][CH3:21].[Na+:19]>>[CH2:1]([c:2]1[cH:3][cH:4][cH:5][cH:6][cH:7]1)[O:8][C:9](=[O:10])[N:11]1[CH2:12][C:13](=[O:17])[N:14]([CH3:21])[CH2:15][CH2:16]1. Starting materials: COC(C)(C)OC (2,2-Dimethoxypropane), CC1=CC=C(C=C1)S(=O)(=O)[O-].C1=CC=[NH+]C=C1 (PPTS), IC1=CC=C(OC[C@H](CO)O)C=C1 ((S)-3-(4-Iodo-phenoxy)-propane-1,2-diol). Run in CN(C)C=O (DMF). Conditions: time 8 hour. Yields the product IC1=CC=C(OC[C@H]2OC(OC2)(C)C)C=C1 ((R)-4-(4-Iodo-phenoxymethyl)-2,2-dimethyl-[1,3]dioxolane). RXN SMILES: [CH3:1][O:2][C:3]([O:6][CH3:7])([CH3:5])[CH3:4].CC1C=CC(S([O-])(=O)=O)=CC=1.C1C=C[NH+]=CC=1.[I:25][C:26]1[CH:37]=[CH:36][C:29]([O:30][CH2:31][C@@H](O)CO)=[CH:28][CH:27]=1>CN(C=O)C>[I:25][C:26]1[CH:37]=[CH:36][C:29]([O:30][CH2:31][C@@H:1]2[CH2:7][O:6][C:3]([CH3:5])([CH3:4])[O:2]2)=[CH:28][CH:27]=1 |f:1.2|. Procedure: 2,2-Dimethoxypropane (1.94 ml, 15.8 mmol) and PPTS (0.079 mg, 0.32 mmol) are added to a solution of (S)-3-(4-Iodo-phenoxy)-propane-1,2-diol (0.93 g, 3.16 mmol) in DMF (20 ml), and the resulting solution is left to stir at room temperature overnight. The solvent is removed in vacuo and the residue is purified by chromatography (SiO2, EtOAc:Iso-hexane) to afford (R)-4-(4-Iodo-phenoxymethyl)-2,2-dimethyl-[1,3]dioxolane as a colourless oil. Reactants: Cl.ClC1=C(C=CC(=C1)NN)O (2-chloro-4-hydrazinophenol hydrochloride salt), CC(C(C)=O)C(C)=O (3-methyl-2,4-pentanedione). The solvent is C(C)O (ethanol). Yields the product ClC1=C(C=CC(=C1)N1N=C(C(=C1C)C)C)O (2-chloro-4-(3,4,5-trimethyl-pyrazol-1-yl)-phenol). RXN SMILES: Cl.[Cl:2][C:3]1[CH:8]=[C:7]([NH:9][NH2:10])[CH:6]=[CH:5][C:4]=1[OH:11].[CH3:12][CH:13]([C:17](=O)[CH3:18])[C:14](=O)[CH3:15]>C(O)C>[Cl:2][C:3]1[CH:8]=[C:7]([N:9]2[C:17]([CH3:18])=[C:13]([CH3:12])[C:14]([CH3:15])=[N:10]2)[CH:6]=[CH:5][C:4]=1[OH:11] |f:0.1|. Procedure: A mixture of 2-chloro-4-hydrazinophenol hydrochloride salt 3.0 g, 3-methyl-2,4-pentanedione, ethanol 100 ml was stirred with heating under reflux for twelve hours. The solvent was distilled off and thereto was added ethyl acetate 200 ml, and the resulting mixture was stirred for one hour. The precipitates was filtered and was washed with hexane, and was then dried under reduced pressure to give 2-chloro-4-(3,4,5-trimethyl-pyrazol-1-yl)-phenol 3.3 g.